Dataset: the Open Reaction Database (ORD), a public repository of structured organic reaction records. Task: describe an organic reaction: reactants, conditions, products, and yield The reactants are BrC=1C(=C(C(=O)OCC2=CC=CC=C2)C(=CC1)NS(=O)(=O)C1=NC=CC=C1)C (benzyl 3-bromo-2-methyl-6-[(2-pyridinylsulfonyl)amino]benzoate). The reagents and catalysts are [Pd] (Pd/C). Run in CO (methanol). Reaction conditions: time 1 hour. Yields the product BrC=1C(=C(C(=O)O)C(=CC1)NS(=O)(=O)C1=NC=CC=C1)C (3-bromo-2-methyl-6-[(2-pyridinylsulfonyl)amino]benzoic acid). Yield: 5.5%. As a reaction SMILES: [Br:1][C:2]1[C:3]([CH3:28])=[C:4]([C:15]([NH:18][S:19]([C:22]2[CH:27]=[CH:26][CH:25]=[CH:24][N:23]=2)(=[O:21])=[O:20])=[CH:16][CH:17]=1)[C:5]([O:7]CC1C=CC=CC=1)=[O:6]>CO.[Pd]>[Br:1][C:2]1[C:3]([CH3:28])=[C:4]([C:15]([NH:18][S:19]([C:22]2[CH:27]=[CH:26][CH:25]=[CH:24][N:23]=2)(=[O:21])=[O:20])=[CH:16][CH:17]=1)[C:5]([OH:7])=[O:6]. Reported procedure: A solution of Example 110A (150 mg, 0.32 mmol) in methanol (8 mL) was treated with 5% Pd/C (100 mg), stirred under a hydrogen atmosphere for 1 hour, and filtered through diatomaceous earth (Celite®). The filtrate was concentrated and purified by reverse-phase HPLC to provide the desired product (6.5 mg, 6.4%). 1H NMR (DMSO-d6) δ 2.31 (s, 3H), 6.99 (d, 1H), 7.58 (d, 1H), 7.69 (d, 1H), 7.88 (dd, 1H), 8.06 (dd, 1H), 8.72 (d, 1H), 10.08 (br s, 1H), 13.58 (br s, 1H); MS (ESI(−)) m/e 371 (M−H)−. The reactants are [Si](C)(C)(C(C)(C)C)OC=1C=C2C=NNC2=CC1 (5-(tert-butyldimethylsilyloxy)-1H-indazole), [OH-].[K+] (KOH), II (iodine). Run in CS(=O)C (DMSO). Conditions: time 10 minute. The product is [Si](C)(C)(C(C)(C)C)OC=1C=C2C(=NNC2=CC1)I (5-(tert-butyldimethylsilyloxy)-3-iodo-1H-indazole). As a reaction SMILES: [Si:1]([O:8][C:9]1[CH:10]=[C:11]2[C:15](=[CH:16][CH:17]=1)[NH:14][N:13]=[CH:12]2)([C:4]([CH3:7])([CH3:6])[CH3:5])([CH3:3])[CH3:2].[OH-].[K+].[I:20]I>CS(C)=O>[Si:1]([O:8][C:9]1[CH:10]=[C:11]2[C:15](=[CH:16][CH:17]=1)[NH:14][N:13]=[C:12]2[I:20])([C:4]([CH3:7])([CH3:5])[CH3:6])([CH3:3])[CH3:2] |f:1.2|. Procedure details: To a stirred solution of 5-(tert-butyldimethylsilyloxy)-1H-indazole (5.3 g, 0.02 mol) in DMSO (50 mL) at 0° C., was added KOH (3.36 g, 0.06 mol) followed by iodine (10.2 g, 0.04 mol) portionwise. The mixture was stirred at room temperature for additional 10 minutes, then the reaction was quenched with 10% Na2S2O3 and diluted with water. The mixture was filtered and the filter cake was washed with water and dried to give 5-(tert-butyldimethylsilyloxy)-3-iodo-1H-indazole. The crude solid was used ... Reactants: C(C1=CC=CC=C1)N1CCC(CC1)C1=CC=C(C=C1)OC (1-benzyl-4-(4-methoxyphenyl)piperidine), ClC(C)Cl (dichloroethane), ClC(C)OC(=O)Cl (1-chloroethylchloroformate). Product: COC1=CC=C(C=C1)C1CCNCC1 (4-(4-methoxyphenyl)piperidine). As a reaction SMILES: C([N:8]1[CH2:13][CH2:12][CH:11]([C:14]2[CH:19]=[CH:18][C:17]([O:20][CH3:21])=[CH:16][CH:15]=2)[CH2:10][CH2:9]1)C1C=CC=CC=1.ClC(Cl)C.ClC(OC(Cl)=O)C>>[CH3:21][O:20][C:17]1[CH:16]=[CH:15][C:14]([CH:11]2[CH2:12][CH2:13][NH:8][CH2:9][CH2:10]2)=[CH:19][CH:18]=1. Procedure details: A mixture of 1-benzyl-4-(4-methoxy)phenylpiperidine (XVIII, Step 3, 0.4724 g, 1.7 mmol), dichloroethane (4.4 ml) and 1-chloroethylchloroformate (0.66 ml, 6.1 mmol) is refluxed overnight, then concentrated and the residue refluxed in methanol for 2 hours. After cooling, the solvent is removed and the resulting solids are slurried in dichloromethane. Ether is added and the solids are collected and then partitioned between dichloromethane and saturated sodium bicarbonate. The combined organic phase... The reactants are C(Cl)(Cl)Cl (chloroform), C[S-].[Na+] (Sodium thiomethoxide), ClC1=NC(=CC(=C1NC(COC(C)=O)=O)Cl)C (N-[2,4-dichloro-6-methylpyridin-3-yl]-2-acetyloxyacetamide), C1COCCOCCOCCOCCOCCO1 (18-crown-6), CS(=O)C (dimethyl sulfoxide). Solvent: O (water). Conditions: temperature 78 celsius, time 1 hour. The product is CSC1=NC(=CC(=C1NC(CO)=O)SC)C (N-[2,4-bis(methylthio)-6-methylpyridin-3-yl]-2-hydroxyacetamide). Yield: 87.1%. As a reaction SMILES: [CH3:1][S-:2].[Na+].Cl[C:5]1[C:10]([NH:11][C:12](=[O:18])[CH2:13][O:14]C(=O)C)=[C:9](Cl)[CH:8]=[C:7]([CH3:20])[N:6]=1.C1OCCOCCOCCOCCOCCOC1.C(Cl)(Cl)Cl.C[S:44]([CH3:46])=O>O>[CH3:1][S:2][C:5]1[C:10]([NH:11][C:12](=[O:18])[CH2:13][OH:14])=[C:9]([S:44][CH3:46])[CH:8]=[C:7]([CH3:20])[N:6]=1 |f:0.1|. Procedure details: Sodium thiomethoxide powder (5.06 g, 72.19 mmol) was added to a solution of N-[2,4-dichloro-6-methylpyridin-3-yl]-2-acetyloxyacetamide (5.00 g, 18.04 mmol) and 18-crown-6 (0.48 g, 1.82 mmol) in dimethyl sulfoxide (40 mL), followed by stirring at an internal temperature of 75 to 81° C. for 1 hour. After the reaction mixture was left to cool, chloroform and water were added thereto. The formed organic layer was separated, and the aqueous layer was extracted with chloroform. The obtained organic la... Reactants: ClC1=C(C=C(C=C1)[C@@H]1O[C@@H]([C@H]([C@@H]([C@H]1O)O)O)CO)CC=1SC(=CN1)C=1OC=CC1 ((2S,3R,4R,5S,6R)-2-(4-Chloro-3-((5-(furan-2-yl)thiazol-2-yl)methyl)phenyl)-6-(hydroxymethyl)-tetrahydro-2H-pyran-3,4,5-triol), N([C@@H]([C@@H](C)CC)C(=O)O)C(=O)OC(C)(C)C (N-Boc-Ile), CCN=C=NCCCN(C)C (EDCI), Cl (HCl). Reagents/catalysts: CN(C)C=1C=CN=CC1 (DMAP). Solvent: CN(C)C=O (DMF). Conditions: time 15 hour. Product: C(C)(C)(C)OC(=O)N[C@H](C(=O)OC[C@H]1O[C@H]([C@@H]([C@H]([C@@H]1O)O)O)C1=CC(=C(C=C1)Cl)CC=1SC(=CN1)C=1OC=CC1)[C@H](CC)C ((2S,3S)-((2R,3S,4R,5R,6S)-6-(4-Chloro-3-((5-(furan-2-yl)thiazol-2-yl)methyl)phenyl)-3,4,5-trihydroxy-tetrahydro-2H-pyran-2-yl)methyl 2-(tert-butoxycarbonylamino)-3-methylpentanoate). The yield is 24.1%. Reaction SMILES: [Cl:1][C:2]1[CH:7]=[CH:6][C:5]([C@H:8]2[C@H:13]([OH:14])[C@@H:12]([OH:15])[C@H:11]([OH:16])[C@@H:10]([CH2:17][OH:18])[O:9]2)=[CH:4][C:3]=1[CH2:19][C:20]1[S:21][C:22]([C:25]2[O:26][CH:27]=[CH:28][CH:29]=2)=[CH:23][N:24]=1.[NH:30]([C:39]([O:41][C:42]([CH3:45])([CH3:44])[CH3:43])=[O:40])[C@H:31]([C:36](O)=[O:37])[C@H:32]([CH2:34][CH3:35])[CH3:33].CCN=C=NCCCN(C)C.Cl>CN(C1C=CN=CC=1)C.CN(C=O)C>[C:42]([O:41][C:39]([NH:30][C@@H:31]([C@@H:32]([CH3:33])[CH2:34][CH3:35])[C:36]([O:18][CH2:17][C@@H:10]1[C@@H:11]([OH:16])[C@H:12]([OH:15])[C@@H:13]([OH:14])[C@H:8]([C:5]2[CH:6]=[CH:7][C:2]([Cl:1])=[C:3]([CH2:19][C:20]3[S:21][C:22]([C:25]4[O:26][CH:27]=[CH:28][CH:29]=4)=[CH:23][N:24]=3)[CH:4]=2)[O:9]1)=[O:37])=[O:40])([CH3:45])([CH3:44])[CH3:43]. Reported procedure: A mixture of parent compound 89 (438 mg, 1.0 mmol), N-Boc-Ile (463 mg, 2.0 mmol), EDCI (384 mg, 2.0 mmol) and DMAP (162 mg, 1.3 mmol) in DMF (0.9 mL) was stirred at room temperature for 15 h. The reaction mixture was poured into 1.0 M HCl solution, and extracted with EtOAc. The organic phase was dried over anhydrous MgSO4 and evaporated under vacuum. The residue was further purified by silica column chromatography to provide the titled intermediate (157 mg, 24%). MH+651. Starting materials: C1CCOC1, CN(C)Cc1cccc(Nc2nccc(-c3c(-c4cccc(N)c4)nn4ccccc34)n2)c1, N=C=N, On1nnc2ccccc21, O=C(O)Cc1ccsc1. Product: CN(C)Cc1cccc(Nc2nccc(-c3c(-c4cccc(NC(=O)Cc5ccsc5)c4)nn4ccccc34)n2)c1. Reaction SMILES: [CH2:56]1[O:57][CH2:58][CH2:59][CH2:60]1.[NH2:1][c:2]1[cH:3][c:4](-[c:8]2[n:9][n:10]3[c:11]([cH:12][cH:13][cH:14][cH:15]3)[c:16]2-[c:17]2[n:18][c:19]([NH:23][c:24]3[cH:25][c:26]([CH2:30][N:31]([CH3:32])[CH3:33])[cH:27][cH:28][cH:29]3)[n:20][cH:21][cH:22]2)[cH:5][cH:6][cH:7]1.[NH:44]=[C:45]=[NH:46].[OH:34][n:35]1[c:36]2[c:37]([cH:38][cH:39][cH:40][cH:41]2)[n:42][n:43]1.[s:47]1[cH:48][c:49]([CH2:52][C:53](=[O:54])[OH:55])[cH:50][cH:51]1>>[NH:1]([c:2]1[cH:3][c:4](-[c:8]2[n:9][n:10]3[c:11]([cH:12][cH:13][cH:14][cH:15]3)[c:16]2-[c:17]2[n:18][c:19]([NH:23][c:24]3[cH:25][c:26]([CH2:30][N:31]([CH3:32])[CH3:33])[cH:27][cH:28][cH:29]3)[n:20][cH:21][cH:22]2)[cH:5][cH:6][cH:7]1)[C:53]([CH2:52][c:49]1[cH:48][s:47][cH:51][cH:50]1)=[O:54]. Procedure details: To an ice-cold solution of dihydro-2,2,5,5-tetramethylfuran-3-one (8.40 g, 0.059 mol) in anhydrous 1,2-dimethoxyethane (75 ml) is added sodium methoxide (3.60 g, 0.066 mol) in one portion, and the mixture is stirred at this temperature for 30 minutes. A solution of 4′-chloro-4-cyclopropyl-2′-fluorobiphenyl-3-carbaldehyde (14.80 g, 0.054 mmol) is then added dropwise over 20 minutes, maintaining temperature below 10° C. The reaction mixture is stirred at this temperature for 1 hour, then allowed t... Conditions: time 30 minute. The product is ClC1=CC(=C(C=C1)C1=CC(=C(C=C1)C1CC1)C=C1C(C(OC1(C)C)(C)C)=O)F (4-[1-(4′-chloro-4-cyclopropyl-2′-fluorobiphenyl-3-yl)methylidene]-2,2,5,5-tetramethyldihydrofuran-3-one). Reaction SMILES: [CH3:1][C:2]1([CH3:10])[C:6](=[O:7])[CH2:5][C:4]([CH3:9])([CH3:8])[O:3]1.C[O-].[Na+].[Cl:14][C:15]1[CH:20]=[CH:19][C:18]([C:21]2[CH:26]=[CH:25][C:24]([CH:27]3[CH2:29][CH2:28]3)=[C:23]([CH:30]=O)[CH:22]=2)=[C:17]([F:32])[CH:16]=1>COCCOC.C(OCC)C>[Cl:14][C:15]1[CH:20]=[CH:19][C:18]([C:21]2[CH:26]=[CH:25][C:24]([CH:27]3[CH2:28][CH2:29]3)=[C:23]([CH:30]=[C:5]3[C:4]([CH3:9])([CH3:8])[O:3][C:2]([CH3:10])([CH3:1])[C:6]3=[O:7])[CH:22]=2)=[C:17]([F:32])[CH:16]=1 |f:1.2|. Starting materials: ClC1=CC(=C(C=C1)C1=CC(=C(C=C1)C1CC1)C=O)F (4′-chloro-4-cyclopropyl-2′-fluorobiphenyl-3-carbaldehyde), ice, CC1(OC(CC1=O)(C)C)C (dihydro-2,2,5,5-tetramethylfuran-3-one), C[O-].[Na+] (sodium methoxide). Solvent: COCCOC (1,2-dimethoxyethane), C(C)OCC (diethyl ether). The yield is 91920.0%.